From a dataset of the Open Reaction Database (ORD), a public repository of structured organic reaction records. describe an organic reaction: reactants, conditions, products, and yield Reactants: N1=CC=CC=C1 (pyridine), NC1=C(C=CC=C1)O (2-aminophenol), C(CCCCCCCCCCC(=O)[O-])(=O)OC (Dodecanedioic acid, mono methyl ester). The solvent is C(Cl)Cl (methylene chloride), C(Cl)Cl (methylene chloride), C(Cl)Cl (methylene chloride). The product is C(=O)(OC)CCCCCCCCCCC(=O)NC1=C(C=CC=C1)O (N-(11-Carbomethoxyundecanoyl)-2-hydroxyaniline). Reaction SMILES: [NH2:1][C:2]1[CH:7]=[CH:6][CH:5]=[CH:4][C:3]=1[OH:8].N1C=CC=CC=1.[C:15]([O:30][CH3:31])(=[O:29])[CH2:16][CH2:17][CH2:18][CH2:19][CH2:20][CH2:21][CH2:22][CH2:23][CH2:24][CH2:25][C:26]([O-])=[O:27]>C(Cl)Cl>[C:15]([CH2:16][CH2:17][CH2:18][CH2:19][CH2:20][CH2:21][CH2:22][CH2:23][CH2:24][CH2:25][C:26]([NH:1][C:2]1[CH:7]=[CH:6][CH:5]=[CH:4][C:3]=1[OH:8])=[O:27])([O:30][CH3:31])=[O:29]. Procedure details: To a stirred near solution of 2-aminophenol (0.24 g, 2.2 mM) in anhydrous methylene chloride (25 mL) was added dry pyridine (0.66 mL) and the mixture cooled in an ice-water bath. A solution of (7) (0.525 g, 2.0 mM) in methylene chloride (2 mL) was added over 1 minute (2×1.5 mL methylene chloride rinses), and the mixture allowed to stir cold. After 30 minutes the bath was removed. After stirring overnight at ambient temperatures, the mixture was filtered, the solvents removed in vacuo, and the re... Run at time 15 hour. The reactants are C1(=CCCCC1)C=1C=CC=2N(C1)C(=C(N2)C)C=2SC(=C(N2)C2=CC=CC=C2)C(=O)OCC (ethyl 2-(6-cyclohex-1-en-1-yl-2-methylimidazo[1,2-a]pyridin-3-yl)-4-phenyl-1,3-thiazole-5-carboxylate). Procedure details: To a mixture of ethyl 2-(6-cyclohex-1-en-1-yl-2-methylimidazo[1,2-a]pyridin-3-yl)-4-phenyl-1,3-thiazole-5-carboxylate (200 mg, 0.45 mmol) obtained above in acetic acid (18 mL) and MeOH (18 mL), was added 10% palladium-carbon (100 mg), and the mixture was stirred at rt for 15 h under a hydrogen atmosphere (1 atm). Insoluble materials were removed by filtration, and the filtrate was concentrated under reduced pressure. To the residue was added saturated aqueous solution of sodium bicarbonate (10 m... The reagents and catalysts are [C].[Pd] (palladium-carbon). Yield: 76.8%. The product is C1(CCCCC1)C=1C=CC=2N(C1)C(=C(N2)C)C=2SC(=C(N2)C2=CC=CC=C2)C(=O)OCC (ethyl 2-(6-cyclohexyl-2-methylimidazo[1,2-a]pyridin-3-yl)-4-phenyl-1,3-thiazole-5-carboxylate). Solvent: C(C)(=O)O (acetic acid), CO (MeOH). RXN SMILES: [C:1]1([C:7]2[CH:8]=[CH:9][C:10]3[N:11]([C:13]([C:17]4[S:18][C:19]([C:28]([O:30][CH2:31][CH3:32])=[O:29])=[C:20]([C:22]5[CH:27]=[CH:26][CH:25]=[CH:24][CH:23]=5)[N:21]=4)=[C:14]([CH3:16])[N:15]=3)[CH:12]=2)[CH2:6][CH2:5][CH2:4][CH2:3][CH:2]=1>C(O)(=O)C.CO.[C].[Pd]>[CH:1]1([C:7]2[CH:8]=[CH:9][C:10]3[N:11]([C:13]([C:17]4[S:18][C:19]([C:28]([O:30][CH2:31][CH3:32])=[O:29])=[C:20]([C:22]5[CH:23]=[CH:24][CH:25]=[CH:26][CH:27]=5)[N:21]=4)=[C:14]([CH3:16])[N:15]=3)[CH:12]=2)[CH2:2][CH2:3][CH2:4][CH2:5][CH2:6]1 |f:3.4|. Reactants: OC1=CC=CC2=C1C(OC(O2)(C)C)=O (5-hydroxy-2,2-dimethyl-benzo[1,3]dioxin-4-one), CC1=CC=C(CBr)C=C1 (4-methylbenzyl bromide). Product: CC1(OC2=C(C(O1)=O)C(=CC=C2)OCC2=CC=C(C=C2)C)C (2,2-Dimethyl-5-(4-methyl-benzyloxy)-benzo[1,3]dioxin-4-one). RXN SMILES: [OH:1][C:2]1[C:7]2[C:8](=[O:14])[O:9][C:10]([CH3:13])([CH3:12])[O:11][C:6]=2[CH:5]=[CH:4][CH:3]=1.[CH3:15][C:16]1[CH:23]=[CH:22][C:19]([CH2:20]Br)=[CH:18][CH:17]=1>>[CH3:13][C:10]1([CH3:12])[O:9][C:8](=[O:14])[C:7]2[C:2]([O:1][CH2:15][C:16]3[CH:23]=[CH:22][C:19]([CH3:20])=[CH:18][CH:17]=3)=[CH:3][CH:4]=[CH:5][C:6]=2[O:11]1. Reported procedure: 2,2-Dimethyl-5-(4-methyl-benzyloxy)-benzo[1,3]dioxin-4-one was prepared from 5-hydroxy-2,2-dimethyl-benzo[1,3]dioxin-4-one and 4-methylbenzyl bromide under conditions analogous to example 47-a. MS ESI(+) m/e: 299.12 (M+1). The reactants are C(C1=CC=CC=C1)ONC(CCCCC1C(C2=CC=C(C=C2CC1)OC)=O)=O (5-(6-Methoxy-1-oxo-1,2,3,4-tetrahydro-naphthalen-2-yl)-pentanoic acid benzyloxy-amide). Reagents/catalysts: Pd BaCO3 Pb. The solvent is CO (Methanol). Yields the product ONC(CCCCC1C(C2=CC=C(C=C2CC1)OC)=O)=O (5-(6-methoxy-1-oxo-1,2,3,4-tetrahydro-naphthalen-2-yl)-pentanoic acid hydroxyamide). As a reaction SMILES: C([O:8][NH:9][C:10](=[O:28])[CH2:11][CH2:12][CH2:13][CH2:14][CH:15]1[CH2:24][CH2:23][C:22]2[C:17](=[CH:18][CH:19]=[C:20]([O:25][CH3:26])[CH:21]=2)[C:16]1=[O:27])C1C=CC=CC=1>CO>[OH:8][NH:9][C:10](=[O:28])[CH2:11][CH2:12][CH2:13][CH2:14][CH:15]1[CH2:24][CH2:23][C:22]2[C:17](=[CH:18][CH:19]=[C:20]([O:25][CH3:26])[CH:21]=2)[C:16]1=[O:27]. Procedure details: 5-(6-methoxy-1-oxo-1,2,3,4-tetrahydro-naphthalen-2-yl)-pentanoic acid (2b) is prepared from 6-methoxy-1-oxo-1,2,3,4-tetrahydro-naphthalene-2-carboxylic acid ethyl ester (2a) (Basu, B., et al., Synth. Commun., 11, 10, 1981, 803-810) in an analogous manner to that described for 1b in example 1. 6.6 g (24.3 mmol) 1b are dissolved in 140 mL of CH2Cl2. To this solution is added sequentially 3.3 mL triethylamine, 6.9 g bis-(2-oxo-3-oxazolidinyl)-phosphorylchlorid, 3.0 g O-benzylhydroxylamine and anoth... Reactants: C(#N)C=1C=CC2=C([C@H]([C@@H](C(O2)(C)C)O)NC(=O)NC=2C=C3CN(CC3=CC2)C)C1 ((3S-trans)-N-(6-cyano-3,4-dihydro-3-hydroxy-2,2-dimethyl-2H-1-benzopyran-4-yl)-N'-(2,3-dihydro-2-methyl-1H-isoindol-5-yl)urea), compound. The reagents and catalysts are [Zn] (zinc), [Zn] (zinc). Run in C(Cl)(Cl)Cl (chloroform), C(C)(=O)O (acetic acid). Conditions: temperature 80 celsius. Yields the product C(#N)C=1C=CC2=C([C@H]([C@@H](C(O2)(C)C)O)NC(=O)NC=2C=C3CNCC3=CC2)C1 ((3S-trans)-N-(6-cyano-3,4-dihydro-3-hydroxy-2,2-dimethyl-2H-1-benzopyran-4-yl)-N'-(2,3-dihydro-1H-isoindol-5-yl)urea). Yield: 29.4%. Reaction SMILES: [C:1]([C:3]1[CH:4]=[CH:5][C:6]2[O:11][C:10]([CH3:13])([CH3:12])[C@@H:9]([OH:14])[C@H:8]([NH:15][C:16]([NH:18][C:19]3[CH:20]=[C:21]4[C:25](=[CH:26][CH:27]=3)[CH2:24][N:23](C)[CH2:22]4)=[O:17])[C:7]=2[CH:29]=1)#[N:2]>C(O)(=O)C.C(Cl)(Cl)Cl.[Zn]>[C:1]([C:3]1[CH:4]=[CH:5][C:6]2[O:11][C:10]([CH3:13])([CH3:12])[C@@H:9]([OH:14])[C@H:8]([NH:15][C:16]([NH:18][C:19]3[CH:20]=[C:21]4[C:25](=[CH:26][CH:27]=3)[CH2:24][NH:23][CH2:22]4)=[O:17])[C:7]=2[CH:29]=1)#[N:2]. Reported procedure: A solution of (3S-trans)-N-(6-cyano-3,4-dihydro-3-hydroxy-2,2-dimethyl-2H-1-benzopyran-4-yl)-N'-(2,3-dihydro-2-methyl-1H-isoindol-5-yl)urea (1.0 g, 1.8 mmol, compound of example 19) in acetic acid (4 mL) was treated with zinc dust (0.35 g, 5.4 mmol) under argon and heated at 80° C. for 16 hours. Additional amount (0.4 g) of zinc dust was added and the reaction mixture was heated for eight hours. It was cooled to room temperature, diluted with chloroform (100 mL) and filtered. The solvent was eva... Starting materials: CC(C)=O, CCCCCC, CC(=NO)C1(c2ccc(Cl)cc2)CCC1, [Li]CCCC, C1CCOC1, O. Yields the product CC(C)(O)CC(=NO)C1(c2ccc(Cl)cc2)CCC1. Reaction SMILES: [CH3:21][C:22]([CH3:23])=[O:24].[CH3:26][CH2:27][CH2:28][CH2:29][CH2:30][CH3:31].[Cl:6][c:7]1[cH:8][cH:9][c:10]([C:13]2([C:17]([CH3:18])=[N:19][OH:20])[CH2:14][CH2:15][CH2:16]2)[cH:11][cH:12]1.[Li:1][CH2:2][CH2:3][CH2:4][CH3:5].[O:32]1[CH2:33][CH2:34][CH2:35][CH2:36]1.[OH2:25]>>[Cl:6][c:7]1[cH:8][cH:9][c:10]([C:13]2([C:17]([CH2:18][C:22]([CH3:21])([CH3:23])[OH:24])=[N:19][OH:20])[CH2:14][CH2:15][CH2:16]2)[cH:11][cH:12]1.